This data is from the Open Reaction Database (ORD), a public repository of structured organic reaction records. The task is: describe an organic reaction: reactants, conditions, products, and yield Reactants: FC(CCC(NC=1C=NC(=CC1)N1N=CC(=C1)C(F)(F)F)C1=CC=C(C(=O)OCC)C=C1)(F)F ((+/−)-ethyl 4-[4,4,4-trifluoro-1-({6-[4-(trifluoromethyl)-1H-pyrazol-1-yl]pyridin-3-yl}amino)butyl]benzoate), [OH-].[Li+] (lithium hydroxide). Run in CO (methanol), O1CCCC1 (tetrahydrofuran). Conditions: time 12 hour. The product is FC(CCC(NC=1C=NC(=CC1)N1N=CC(=C1)C(F)(F)F)C1=CC=C(C(=O)O)C=C1)(F)F ((+/−)-4-[4,4,4-trifluoro-1-({6-[4-(trifluoromethyl)-1H-pyrazol-1-yl]pyridin-3-yl}amino)butyl]benzoic acid). RXN SMILES: [F:1][C:2]([F:34])([F:33])[CH2:3][CH2:4][CH:5]([C:22]1[CH:32]=[CH:31][C:25]([C:26]([O:28]CC)=[O:27])=[CH:24][CH:23]=1)[NH:6][C:7]1[CH:8]=[N:9][C:10]([N:13]2[CH:17]=[C:16]([C:18]([F:21])([F:20])[F:19])[CH:15]=[N:14]2)=[CH:11][CH:12]=1.[OH-].[Li+]>CO.O1CCCC1>[F:34][C:2]([F:1])([F:33])[CH2:3][CH2:4][CH:5]([C:22]1[CH:32]=[CH:31][C:25]([C:26]([OH:28])=[O:27])=[CH:24][CH:23]=1)[NH:6][C:7]1[CH:8]=[N:9][C:10]([N:13]2[CH:17]=[C:16]([C:18]([F:19])([F:20])[F:21])[CH:15]=[N:14]2)=[CH:11][CH:12]=1 |f:1.2|. Procedure details: A mixture of (+/−)-ethyl 4-[4,4,4-trifluoro-1-({6-[4-(trifluoromethyl)-1H-pyrazol-1-yl]pyridin-3-yl}amino)butyl]benzoate (46 mg, 0.095 mmol) in methanol (0.19 ml) and tetrahydrofuran (0.095 ml) was treated with aqueous lithium hydroxide (0.095 ml, 0.19 mmol, 2.0M). The mixture was stirred at ambient temperature for 12 hours. The reaction was concentrated in vacuo, then diluted with water and acidified with aqueous 1.0M hydrochloric acid. The mixture was then concentrated in vacuo a second time, ... The product is NC1=NC(=CC(=N1)C1=CC=C2CCN(CC2=C1)C(=O)N[C@H]1[C@H](CCCC1)OCC)N1CCN(CC1)C (7-[2-Amino-6-(4-methylpiperazin-1-yl)pyrimidin-4-yl]-N-[(cis)-2-ethoxycyclohexyl]-3,4-dihydroisoquinoline-2(1H)-carboxamide). Reactants: Cl.C(C)O[C@@H]1[C@@H](CCCC1)N (cis-2-ethoxycyclohexanamine HCl salt), C(=O)(Cl)Cl (phosgene), Cl.CN1CCN(CC1)C1=NC(=NC(=C1)C1=CC=C2CCNCC2=C1)N (4-(4-methylpiperazin-1-yl)-6-(1,2,3,4-tetrahydroisoquinolin-7-yl)pyrimidin-2-amine HCl salt). As a reaction SMILES: Cl.[CH2:2]([O:4][C@H:5]1[CH2:10][CH2:9][CH2:8][CH2:7][C@H:6]1[NH2:11])[CH3:3].[C:12](Cl)(Cl)=[O:13].Cl.[CH3:17][N:18]1[CH2:23][CH2:22][N:21]([C:24]2[CH:29]=[C:28]([C:30]3[CH:39]=[C:38]4[C:33]([CH2:34][CH2:35][NH:36][CH2:37]4)=[CH:32][CH:31]=3)[N:27]=[C:26]([NH2:40])[N:25]=2)[CH2:20][CH2:19]1>>[NH2:40][C:26]1[N:27]=[C:28]([C:30]2[CH:39]=[C:38]3[C:33]([CH2:34][CH2:35][N:36]([C:12]([NH:11][C@@H:6]4[CH2:7][CH2:8][CH2:9][CH2:10][C@@H:5]4[O:4][CH2:2][CH3:3])=[O:13])[CH2:37]3)=[CH:32][CH:31]=2)[CH:29]=[C:24]([N:21]2[CH2:20][CH2:19][N:18]([CH3:17])[CH2:23][CH2:22]2)[N:25]=1 |f:0.1,3.4|. Procedure: This compound was prepared by using procedures analogous to those described for the synthesis of Example 55, Step 3 starting from cis-2-ethoxycyclohexanamine HCl salt, phosgene and 4-(4-methylpiperazin-1-yl)-6-(1,2,3,4-tetrahydroisoquinolin-7-yl)pyrimidin-2-amine HCl salt. Analytic LCMS (M+H)+: m/z=494.3. Reactants: C(C1=CC=CC=C1)(=O)CN1C(=NC(=C1SC1=CC(=CC(=C1)Cl)Cl)C(C)C)COCC1=CC=C(C=C1)OC (1-Benzoylmethyl-5-(3,5-dichlorophenylthio)-4-isopropyl-2-(p-methoxybenzyloxymethyl)-1H-imidazole), N(=[N+]=[N-])CC=1N(C(=C(N1)SC1=CC(=CC(=C1)F)F)C(C)C)CC (2-Azidomethyl-4-(3,5-difluorophenylthio)-1-ethyl-5-isopropyl-1H-imidazole). Yields the product C(C1=CC=CC=C1)(=O)CN1C(=NC(=C1SC1=CC(=CC(=C1)Cl)Cl)C(C)C)CO ([1-benzoylmethyl-5-(3,5-dichlorophenylthio)-4-isopropyl-1H-imidazol-2-yl]methanol). RXN SMILES: [C:1]([CH2:9][N:10]1[C:14]([S:15][C:16]2[CH:21]=[C:20]([Cl:22])[CH:19]=[C:18]([Cl:23])[CH:17]=2)=[C:13]([CH:24]([CH3:26])[CH3:25])[N:12]=[C:11]1[CH2:27][O:28]CC1C=CC(OC)=CC=1)(=[O:8])[C:2]1[CH:7]=[CH:6][CH:5]=[CH:4][CH:3]=1.N(CC1N(CC)C(C(C)C)=C(SC2C=C(F)C=C(F)C=2)N=1)=[N+]=[N-]>>[C:1]([CH2:9][N:10]1[C:14]([S:15][C:16]2[CH:17]=[C:18]([Cl:23])[CH:19]=[C:20]([Cl:22])[CH:21]=2)=[C:13]([CH:24]([CH3:26])[CH3:25])[N:12]=[C:11]1[CH2:27][OH:28])(=[O:8])[C:2]1[CH:7]=[CH:6][CH:5]=[CH:4][CH:3]=1. Procedure details: Compound I-31 was obtained from 1-benzoylmethyl-5-(3,5-dichlorophenylthio)-4-isopropyl-2-(p-methoxybenzyloxymethyl)-1H-imidazole (17u) by the same synthetic process as that for Compound I-16 in Example 16 (yield 75%). mp 205-211° C. The reactants are C1(=CC=CC=C1)CCCN1CCNCC1 ((3-phenylpropyl)piperazine), [OH-].[K+] (potassium hydroxide), BrCCCCl (1-bromo-3-chloropropane). Solvent: CS(=O)C (dimethyl sulfoxide). Product: Cl.Cl.C1(=CC=CC=C1)CCCN1CCN(CC1)CCCCl (1-(3-phenylpropyl)-4-(3-chloropropyl)piperazine dihydrochloride). Isolated yield 219.3%. As a reaction SMILES: [C:1]1([CH2:7][CH2:8][CH2:9][N:10]2[CH2:15][CH2:14][NH:13][CH2:12][CH2:11]2)[CH:6]=[CH:5][CH:4]=[CH:3][CH:2]=1.[OH-].[K+].Br[CH2:19][CH2:20][CH2:21][Cl:22]>CS(C)=O>[ClH:22].[ClH:22].[C:1]1([CH2:7][CH2:8][CH2:9][N:10]2[CH2:11][CH2:12][N:13]([CH2:19][CH2:20][CH2:21][Cl:22])[CH2:14][CH2:15]2)[CH:6]=[CH:5][CH:4]=[CH:3][CH:2]=1 |f:1.2,5.6.7|. Reported procedure: The procedure described in Example 17(a) was followed, using 36.0 g of (3-phenylpropyl)piperazine, 25.0 g of potassium hydroxide, 125 ml of dimethyl sulfoxide and 28.0 g of 1-bromo-3-chloropropane, to give 46.0 g (73% of theory) of 1-(3-phenylpropyl)-4-(3-chloropropyl)piperazine dihydrochloride. Starting materials: lithium enolate, C(C)(=O)OC(C)(C)C (t-butyl acetate), ClCCC(=O)OCC (ethyl 3-chloropropanoate), C(C)(C)NC(C)C (diisoproply amine), C(CCC)[Li] (n-butyllithium), solution, C(C)(=O)OC(C)(C)C (t-butyl acetate). Run in C1CCOC1 (THF), hexanes, C1CCOC1 (THF). Conditions: time 30 minute. Yields the product ClCCC(CC(=O)OC(C)(C)C)=O (t-butyl 5-chloro-3-oxopentanoate), oil. Yield: 99.0%. Reaction SMILES: C(NC(C)C)(C)C.C([Li])CCC.[C:13]([O:16][C:17]([CH3:20])([CH3:19])[CH3:18])(=[O:15])[CH3:14].[Cl:21][CH2:22][CH2:23][C:24](OCC)=[O:25]>C1COCC1>[Cl:21][CH2:22][CH2:23][C:24](=[O:25])[CH2:14][C:13]([O:16][C:17]([CH3:20])([CH3:19])[CH3:18])=[O:15]. Reported procedure: To a stirred solution of diisoproply amine (20 mmol, 2.02 g, 3.05 ml) in dry THF (20 ml) at -78° C. was added n-butyllithium (20 mmol), 7.7 ml; 2.6M solution in hexanes. After stirring for 30 minutes, t-butyl acetate (22 mmol, 2.56 g) was added dropwise and the resulting mixture was stirred for 15 minutes. A solution of the lithium enolate of t-butyl acetate was subsequently added by cannula to a solution of ethyl 3-chloropropanoate (10 mmol, 1.37 g) in THF (25 ml) at -78° C. over 15 minutes. Af...